This data is from the Open Reaction Database (ORD), a public repository of structured organic reaction records. The task is: describe an organic reaction: reactants, conditions, products, and yield Reactants: [N+](=O)([O-])C=1C=C(C=CC1)C1=CC(=CC=C1)C1=NC(=CC(=N1)C(F)(F)F)C1=CC=C(C=C1)C(F)(F)F (2-(3′-nitro-biphenyl-3-yl)-4-trifluoromethyl-6-(4-trifluoromethyl-phenyl)-pyrimidine), C1CCOC1 (THF). The reagents and catalysts are [Pd] (Pd—C). Solvent: CO (MeOH). Reaction conditions: time 2 hour. Yields the product FC(C1=NC(=NC(=C1)C1=CC=C(C=C1)C(F)(F)F)C=1C=C(C=CC1)C1=CC(=CC=C1)N)(F)F (3′-[4-Trifluoromethyl-6-(4-trifluoromethyl-phenyl)-pyrimidin-2-yl]-biphenyl-3-ylamine). Isolated yield 85.2%. As a reaction SMILES: [N+:1]([C:4]1[CH:5]=[C:6]([C:10]2[CH:15]=[CH:14][CH:13]=[C:12]([C:16]3[N:21]=[C:20]([C:22]([F:25])([F:24])[F:23])[CH:19]=[C:18]([C:26]4[CH:31]=[CH:30][C:29]([C:32]([F:35])([F:34])[F:33])=[CH:28][CH:27]=4)[N:17]=3)[CH:11]=2)[CH:7]=[CH:8][CH:9]=1)([O-])=O.C1COCC1>CO.[Pd]>[F:25][C:22]([F:23])([F:24])[C:20]1[CH:19]=[C:18]([C:26]2[CH:31]=[CH:30][C:29]([C:32]([F:35])([F:34])[F:33])=[CH:28][CH:27]=2)[N:17]=[C:16]([C:12]2[CH:11]=[C:10]([C:6]3[CH:7]=[CH:8][CH:9]=[C:4]([NH2:1])[CH:5]=3)[CH:15]=[CH:14][CH:13]=2)[N:21]=1. Procedure details: To a stirred suspension of 2-(3′-nitro-biphenyl-3-yl)-4-trifluoromethyl-6-(4-trifluoromethyl-phenyl)-pyrimidine (1.6 g, 3.27 mmol) in MeOH (40 mL) was added at room temperature Pd—C (10%, 0.16 g) and THF (40 mL). The mixture was stirred at room temperature under H2 atmosphere for 2 h, the catalyst was removed by filtration and the obtained solution evaporated. The crude product was further purified by crystallization from diethyl ether/hexane to yield the title compound as an off-white solid (1....